Dataset: the Open Reaction Database (ORD), a public repository of structured organic reaction records. Task: describe an organic reaction: reactants, conditions, products, and yield The reactants are CO, [K+], [OH-], CCCc1cc2cccnc2n1S(=O)(=O)c1ccccc1. The product is CCCc1cc2cccnc2[nH]1. Reaction SMILES: [CH3:24][OH:25].[K+:23].[OH-:22].[c:1]1([S:2](=[O:3])(=[O:4])[n:10]2[c:11]([CH2:19][CH2:20][CH3:21])[cH:12][c:13]3[c:14]2[n:15][cH:16][cH:17][cH:18]3)[cH:5][cH:6][cH:7][cH:8][cH:9]1>>[nH:10]1[c:11]([CH2:19][CH2:20][CH3:21])[cH:12][c:13]2[c:14]1[n:15][cH:16][cH:17][cH:18]2. Reactants: CCOC(=O)C(C)=O, ClCCl, CCN(C(C)C)C(C)C, C[Si](C)(C)OS(=O)(=O)C(F)(F)F. Product: C=C(O[Si](C)(C)C)C(=O)OCC. RXN SMILES: [C:13]([C:14](=[O:15])[CH3:16])(=[O:17])[O:18][CH2:19][CH3:20].[CH2:30]([Cl:31])[Cl:32].[CH:21]([N:22]([CH:23]([CH3:24])[CH3:25])[CH2:26][CH3:27])([CH3:28])[CH3:29].[F:1][C:2]([S:3](=[O:4])(=[O:5])[O:8][Si:9]([CH3:10])([CH3:11])[CH3:12])([F:6])[F:7]>>[O:8]([Si:9]([CH3:10])([CH3:11])[CH3:12])[C:14]([C:13](=[O:17])[O:18][CH2:19][CH3:20])=[CH2:16].